describe an organic reaction: reactants, conditions, products, and yield From a dataset of the Open Reaction Database (ORD), a public repository of structured organic reaction records. The product is ClC1=C(C=CC=C1Cl)N1CCN(CC1)CCCCOC1=CC=C2CCC(N(C2=C1)C(C(C)C)=O)=O (7-(4-(4-(2,3-dichlorophenyl)piperazin-1-yl)butoxy)-1-isobutyryl-3,4-dihydroquinolin-2(1H)-one). Starting materials: C(C)(C)NC(C)C (diisopropylamine), [Li]CCCC (n-BuLi), C(C(C)C)(=O)Cl (isobutyryl chloride), C=1C=C(C(=C(C1)Cl)Cl)N2CCN(CC2)CCCCOC=3C=CC4=C(C3)NC(=O)CC4 (aripiprazole). The solvent is O1CCCC1 (tetrahydrofuran). Procedure: To a solution of diisopropylamine (1.3 mL, 8.9 mmol) in tetrahydrofuran (25 mL) at 78° C. was added n-BuLi (2.2M in hexanes, 4.1 mL, 8.9 mmol). The reaction mixture was warmed to 0° C. and after 10 min was re-cooled to 78° C. and aripiprazole (2.0 g, 4.5 mmol) added. The reaction mixture was stirred for 30 min and then isobutyryl chloride (0.7 mL, 6.7 mmol) added. After 2 h the reaction mixture was warmed to room temperature and stirred for 1 h. A second reaction was carried out under exactly th... As a reaction SMILES: C(NC(C)C)(C)C.[Li]CCCC.[CH:13]1[CH:14]=[C:15]([N:21]2[CH2:26][CH2:25][N:24]([CH2:27][CH2:28][CH2:29][CH2:30][O:31][C:32]3[CH:33]=[CH:34][C:35]4[CH2:42][CH2:41][C:39](=[O:40])[NH:38][C:36]=4[CH:37]=3)[CH2:23][CH2:22]2)[C:16]([Cl:20])=[C:17]([Cl:19])[CH:18]=1.[C:43](Cl)(=[O:47])[CH:44]([CH3:46])[CH3:45]>O1CCCC1>[Cl:20][C:16]1[C:17]([Cl:19])=[CH:18][CH:13]=[CH:14][C:15]=1[N:21]1[CH2:26][CH2:25][N:24]([CH2:27][CH2:28][CH2:29][CH2:30][O:31][C:32]2[CH:37]=[C:36]3[C:35]([CH2:42][CH2:41][C:39](=[O:40])[N:38]3[C:43](=[O:47])[CH:44]([CH3:46])[CH3:45])=[CH:34][CH:33]=2)[CH2:23][CH2:22]1. Reaction conditions: temperature 0 celsius, time 30 minute. The product is BrCC1=C(C(N(CO1)C(C(=O)OCC1=CC=CC=C1)(C)C)=O)C1=CC=CC=C1 (benzyl 2-(6-bromomethyl-2,3-dihydro-4-oxo-5-phenyl-4H-1,3-oxazin-3-yl)-2-methylpropanoate). As a reaction SMILES: P(Br)(Br)[Br:2].O[CH2:6][C:7]1[O:12][CH2:11][N:10]([C:13]([CH3:25])([CH3:24])[C:14]([O:16][CH2:17][C:18]2[CH:23]=[CH:22][CH:21]=[CH:20][CH:19]=2)=[O:15])[C:9](=[O:26])[C:8]=1[C:27]1[CH:32]=[CH:31][CH:30]=[CH:29][CH:28]=1>CCOCC.O1CCCC1>[Br:2][CH2:6][C:7]1[O:12][CH2:11][N:10]([C:13]([CH3:25])([CH3:24])[C:14]([O:16][CH2:17][C:18]2[CH:23]=[CH:22][CH:21]=[CH:20][CH:19]=2)=[O:15])[C:9](=[O:26])[C:8]=1[C:27]1[CH:32]=[CH:31][CH:30]=[CH:29][CH:28]=1. Procedure: A solution of phosphorus tribromide (5.1 ml) in ether was added during 0.5 hour to a solution of benzyl 2-(2,3-dihydro-6-hydroxymethyl-4-oxo-5-phenyl-4H-1,3-oxazin-3-yl)-2-methylpropanoate (61.1 g) in a mixture of ether and tetrahydrofuran at -78° C. The mixture was then stirred at -10° C. for 4 hours and at room temperature for 1 hour, then washed (water), dried (magnesium sulphate) and evaporated. Purification of the residue by dry column chromatography on silica gel gave benzyl 2-(6-bromometh... Conditions: temperature -10 celsius, time 1 hour. The reactants are P(Br)(Br)Br (phosphorus tribromide), OCC1=C(C(N(CO1)C(C(=O)OCC1=CC=CC=C1)(C)C)=O)C1=CC=CC=C1 (benzyl 2-(2,3-dihydro-6-hydroxymethyl-4-oxo-5-phenyl-4H-1,3-oxazin-3-yl)-2-methylpropanoate). The solvent is CCOCC (ether), CCOCC (ether), O1CCCC1 (tetrahydrofuran). The reactants are [O-]P(=O)([O-])[O-].[K+].[K+].[K+] (K3PO4), septum, ClC1=CC=2N(C=C1)C(=CN2)C2=CC=C(CNC(CC1=CC(=CC=C1)C(F)(F)F)=O)C=C2 (N-[4-(7-chloro-imidazo[1,2-a]pyridin-3-yl)-benzyl]-2-(m-trifluoromethyl-phenyl)-acetamide), CS(=O)(=O)C1=CC=C(C=C1)B(O)O (4-(methylsulfonyl)phenyl boronic acid), C1(CCCCC1)P(C1=C(C=CC=C1)C1=C(C=CC=C1OC)OC)C1CCCCC1 (2-dicyclohexylphosphino-2′,6′-dimethoxy-1,1′-biphenyl), CC(C)C1=CC(=C(C(=C1)C(C)C)C2=C(C=CC=C2)P(C3CCCCC3)C4CCCCC4)C(C)C (X-Phos). The reagents and catalysts are CC(=O)[O-].CC(=O)[O-].[Pd+2] (Pd(OAc)2). Solvent: O1CCOCC1.O (1,4-dioxane H2O). Run at temperature 45 celsius. Product: CS(=O)(=O)C1=CC=C(C=C1)C1=CC=2N(C=C1)C(=CN2)C2=CC=C(CNC(CC1=CC(=CC=C1)C(F)(F)F)=O)C=C2 (N-{4-[7-(4-Methanesulfonyl-phenyl)-imidazo[1,2-a]pyridin-3-yl]-benzyl}-2-(m-trifluoromethyl-phenyl)-acetamide). RXN SMILES: Cl[C:2]1[CH:7]=[CH:6][N:5]2[C:8]([C:11]3[CH:31]=[CH:30][C:14]([CH2:15][NH:16][C:17](=[O:29])[CH2:18][C:19]4[CH:24]=[CH:23][CH:22]=[C:21]([C:25]([F:28])([F:27])[F:26])[CH:20]=4)=[CH:13][CH:12]=3)=[CH:9][N:10]=[C:4]2[CH:3]=1.[CH3:32][S:33]([C:36]1[CH:41]=[CH:40][C:39](B(O)O)=[CH:38][CH:37]=1)(=[O:35])=[O:34].C1(P(C2CCCCC2)C2C=CC=CC=2C2C(OC)=CC=CC=2OC)CCCCC1.CC(C1C=C(C(C)C)C(C2C=CC=CC=2P(C2CCCCC2)C2CCCCC2)=C(C(C)C)C=1)C.[O-]P([O-])([O-])=O.[K+].[K+].[K+]>CC([O-])=O.CC([O-])=O.[Pd+2].O1CCOCC1.O>[CH3:32][S:33]([C:36]1[CH:41]=[CH:40][C:39]([C:2]2[CH:7]=[CH:6][N:5]3[C:8]([C:11]4[CH:12]=[CH:13][C:14]([CH2:15][NH:16][C:17](=[O:29])[CH2:18][C:19]5[CH:24]=[CH:23][CH:22]=[C:21]([C:25]([F:28])([F:26])[F:27])[CH:20]=5)=[CH:30][CH:31]=4)=[CH:9][N:10]=[C:4]3[CH:3]=2)=[CH:38][CH:37]=1)(=[O:35])=[O:34] |f:4.5.6.7,8.9.10,11.12|. Procedure details: In a 12 mL septum capped vial purged with N2 add N-[4-(7-chloro-imidazo[1,2-a]pyridin-3-yl)-benzyl]-2-(m-trifluoromethyl-phenyl)-acetamide (144 mg, 0.32 mmol), 4-(methylsulfonyl)phenyl boronic acid (89 mg, 0.44 mmols), 2-dicyclohexylphosphino-2′,6′-dimethoxy-1,1′-biphenyl (23.6 mg) [X-Phos is alternatively used as the ligand in this reaction], Pd(OAc)2 (6 mg), K3PO4 (218 mg, 1.02 mmol), 1,4-dioxane: H2O 2:1 (5 mL). Deoxygenate the vial again with N2 then heat to 45° C. for 24 hours. Cool the rea... Reactants: C=CCCCCCC (1-octene), C=C (ethylene), C=CCCCCCC (1-octene), C(C(C)[*:2])[*:1] (polypropylene), CCC (propane), Al Zr, C=C (ethylene). The reagents and catalysts are [Hg] (mercury). Run in CCCCC (pentane), metallocene, C1(=CC=CC=C1)C (toluene). Reaction conditions: time 10 minute. The product is C=C.C=CCCCCCC (Ethylene/1-octene). RXN SMILES: [CH3:1][CH2:2]C.C=C.[CH2:6]=[CH:7][CH2:8][CH2:9][CH2:10][CH2:11][CH2:12][CH3:13]>C1(C)C=CC=CC=1.CCCCC.[Hg]>[CH2:1]=[CH2:2].[CH2:6]=[CH:7][CH2:8][CH2:9][CH2:10][CH2:11][CH2:12][CH3:13] |f:6.7|. Reported procedure: 100 g of a polypropylene having I.V.=1.49 (dL/g), a poured density of 0.363 (g/cc) and a porosity by mercury of 0.375 cc/g, were charged into a 4.2 L reactor through a hole in the ceiling of the reactor, under propane atmosphere (pressure=1 bar), at room temperature, without any stirring. 250 g of propane were added and than temperature was brought to 40° C. In the meantime the 20 mg of metallocene, TIOA, and MAO (Al/Zr=200 mol/mol; MAO/TIOA: 1:5) were dissolved in an amount of toluene such that... The reactants are COc1cc2ncnc(C3CCNCC3)c2cc1OC, O=C=Nc1ccc(Cl)cc1, CN(C)C=O. The product is COc1cc2ncnc(C3CCN(C(=O)Nc4ccc(Cl)cc4)CC3)c2cc1OC. Reaction SMILES: [CH3:1][O:2][c:3]1[cH:4][c:5]2[c:6]([CH:15]3[CH2:16][CH2:17][NH:18][CH2:19][CH2:20]3)[n:7][cH:8][n:9][c:10]2[cH:11][c:12]1[O:13][CH3:14].[Cl:21][c:22]1[cH:23][cH:24][c:25]([N:28]=[C:29]=[O:30])[cH:26][cH:27]1.[O:31]=[CH:32][N:33]([CH3:34])[CH3:35]>>[CH3:1][O:2][c:3]1[cH:4][c:5]2[c:6]([CH:15]3[CH2:16][CH2:17][N:18]([C:29]([NH:28][c:25]4[cH:24][cH:23][c:22]([Cl:21])[cH:27][cH:26]4)=[O:30])[CH2:19][CH2:20]3)[n:7][cH:8][n:9][c:10]2[cH:11][c:12]1[O:13][CH3:14]. Starting materials: CC(C)(C)OC(=O)N1CCCC1C=O, C[Mg]Cl. The product is CC(=O)C1CCCN1C(=O)OC(C)(C)C. Reaction SMILES: [C:4](=[O:5])([O:6][C:7]([CH3:8])([CH3:9])[CH3:10])[N:11]1[CH:12]([CH:13]=[O:14])[CH2:15][CH2:16][CH2:17]1.[CH3:1][Mg:2][Cl:3]>>[CH3:1][C:13]([CH:12]1[N:11]([C:4](=[O:5])[O:6][C:7]([CH3:8])([CH3:9])[CH3:10])[CH2:17][CH2:16][CH2:15]1)=[O:14]. Starting materials: [O-2].[Zn+2] (zinc oxide), fatty acid, C(CCCCCCCCCCCCCCCCCCCCC)(=O)O (behenic acid), fatty acid. Run in O (water). Run at temperature 60 celsius, time 30 minute. Yields the product C(CCCCCCCCCCCCCCCCCCCCC)(=O)[O-].[Zn+2].C(CCCCCCCCCCCCCCCCCCCCC)(=O)[O-] (Zinc behenate). RXN SMILES: [O-2].[Zn+2:2].[C:3]([OH:26])(=[O:25])[CH2:4][CH2:5][CH2:6][CH2:7][CH2:8][CH2:9][CH2:10][CH2:11][CH2:12][CH2:13][CH2:14][CH2:15][CH2:16][CH2:17][CH2:18][CH2:19][CH2:20][CH2:21][CH2:22][CH2:23][CH3:24]>O>[C:3]([O-:26])(=[O:25])[CH2:4][CH2:5][CH2:6][CH2:7][CH2:8][CH2:9][CH2:10][CH2:11][CH2:12][CH2:13][CH2:14][CH2:15][CH2:16][CH2:17][CH2:18][CH2:19][CH2:20][CH2:21][CH2:22][CH2:23][CH3:24].[Zn+2:2].[C:3]([O-:26])(=[O:25])[CH2:4][CH2:5][CH2:6][CH2:7][CH2:8][CH2:9][CH2:10][CH2:11][CH2:12][CH2:13][CH2:14][CH2:15][CH2:16][CH2:17][CH2:18][CH2:19][CH2:20][CH2:21][CH2:22][CH2:23][CH3:24] |f:0.1,4.5.6|. Procedure details: A suspension consisting of 8.5 g zinc oxide (95% active, precipitated, particle size 50μ, density 5.4 g/cm3) and 67.8 g behenic acid (AN 165, titer 75° C., particle size 0.2-0.3 mm.) which has been obtained as a granulate from an aqueous dispersion as described in Example 1 and is contained in 1.3 liters of water, is stirred first for 30 minutes at 60° C. and then heated to 100° C. After agitation for one hour at this temperature the granulate still contains 4.4% free fatty acid. After 2 hours t... The reactants are [I-].C[N+]1=C(C=CC=C1)Cl (1-methyl-2-chloropyridinium iodide), [N+](=O)([O-])C=1C(=NC=CC1)C=1C=C(N)C=CC1 (3-(3-nitropyridin-2-yl)aniline), C(C)(C)(C)OC(=O)NC(=S)NC(=O)OC(C)(C)C (N,N′-bis(tert-butoxycarbonyl)thiourea), C(C)(C)N(CC)C(C)C (diisopropylethylamine). Run in ClCCl (dichloromethane), C(C)(=O)OCC (ethyl acetate). Reaction conditions: time 16 hour. Product: C(C)(C)(C)OC(=O)NC(=NC1=CC(=CC=C1)C1=NC=CC=C1[N+](=O)[O-])NC(=O)OC(C)(C)C (N,N′-bis(tert-butoxycarbonyl)-N″-(3-(3-nitropyridin-2-yl)phenyl)guanidine). The yield is 85.9%. As a reaction SMILES: [N+:1]([C:4]1[C:5]([C:10]2[CH:11]=[C:12]([CH:14]=[CH:15][CH:16]=2)[NH2:13])=[N:6][CH:7]=[CH:8][CH:9]=1)([O-:3])=[O:2].[C:17]([O:21][C:22]([NH:24][C:25]([NH:27][C:28]([O:30][C:31]([CH3:34])([CH3:33])[CH3:32])=[O:29])=S)=[O:23])([CH3:20])([CH3:19])[CH3:18].C(N(C(C)C)CC)(C)C.[I-].C[N+]1C=CC=CC=1Cl>ClCCl.C(OCC)(=O)C>[C:31]([O:30][C:28]([NH:27][C:25]([NH:24][C:22]([O:21][C:17]([CH3:20])([CH3:19])[CH3:18])=[O:23])=[N:13][C:12]1[CH:14]=[CH:15][CH:16]=[C:10]([C:5]2[C:4]([N+:1]([O-:3])=[O:2])=[CH:9][CH:8]=[CH:7][N:6]=2)[CH:11]=1)=[O:29])([CH3:34])([CH3:33])[CH3:32] |f:3.4|. Procedure details: To a suspension of 3-(3-nitropyridin-2-yl)aniline (400 mg), N,N′-bis(tert-butoxycarbonyl)thiourea (616 mg) and diisopropylethylamine (0.745 ml) in dichloromethane (18.6 ml) was added 1-methyl-2-chloropyridinium iodide (618 mg), and the mixture was stirred for 16 hours. The mixture was diluted with ethyl acetate, washed with water and brine, dried over magnesium sulfate and evaporated under reduced pressure. The residue was purified by column chromatography (silica gel 30 g, n-hexane:ethyl acetat... Reactants: C(C1=CC=CC=C1)(=O)NC(=S)NC1=C(C=CC(=C1)N1CCOCC1)OC (1-Benzoyl-3-(2-methoxy-5-morpholin-4-yl-phenyl)-thiourea), C[O-].[Na+] (sodium methanolate). Solvent: CO (methanol). Yields the product COC1=C(C=C(C=C1)N1CCOCC1)NC(=S)N ((2-Methoxy-5-morpholin-4-yl-phenyl)-thiourea). RXN SMILES: C([NH:9][C:10]([NH:12][C:13]1[CH:18]=[C:17]([N:19]2[CH2:24][CH2:23][O:22][CH2:21][CH2:20]2)[CH:16]=[CH:15][C:14]=1[O:25][CH3:26])=[S:11])(=O)C1C=CC=CC=1.C[O-].[Na+]>CO>[CH3:26][O:25][C:14]1[CH:15]=[CH:16][C:17]([N:19]2[CH2:24][CH2:23][O:22][CH2:21][CH2:20]2)=[CH:18][C:13]=1[NH:12][C:10]([NH2:9])=[S:11] |f:1.2|. Reported procedure: 1-Benzoyl-3-(2-methoxy-5-morpholin-4-yl-phenyl)-thiourea (8.0 g, 21 mmol), suspended in methanol (260 ml), are treated with 6 ml sodium methanolate (5.4M in methanol) and the mixture stirred until a white precipitate forms. The mixture is concentrated in vacuo, the crystals are isolated by filtration and washed with methanol and hexane (5.0 g 86%). MS: m/e=268 (M+). Starting materials: CN(C)C1(c2ccccc2)CCC(=CC(=O)Nc2ccc(F)cc2)CC1, CCC(C)=O, C[Si](C)(C)Cl. The product is CN(C)C1(c2ccccc2)CCC(=CC(=O)Nc2ccc(F)cc2)CC1, Cl. As a reaction SMILES: [CH3:1][N:2]([C:3]1([c:20]2[cH:21][cH:22][cH:23][cH:24][cH:25]2)[CH2:4][CH2:5][C:6](=[CH:9][C:10](=[O:11])[NH:12][c:13]2[cH:14][cH:15][c:16]([F:19])[cH:17][cH:18]2)[CH2:7][CH2:8]1)[CH3:26].[CH3:32][C:33]([CH2:34][CH3:35])=[O:36].[Cl:27][Si:28]([CH3:29])([CH3:30])[CH3:31]>>[CH3:1][N:2]([C:3]1([c:20]2[cH:21][cH:22][cH:23][cH:24][cH:25]2)[CH2:4][CH2:5][C:6](=[CH:9][C:10](=[O:11])[NH:12][c:13]2[cH:14][cH:15][c:16]([F:19])[cH:17][cH:18]2)[CH2:7][CH2:8]1)[CH3:26].[ClH:27].